This data is from the Open Reaction Database (ORD), a public repository of structured organic reaction records. The task is: describe an organic reaction: reactants, conditions, products, and yield Starting materials: S1C=NC2=C1C=CC=C2 (benzothiazole), [Li]CCCC (n-BuLi), O (Water), C1(CCCC1)=O (cyclopentanone). Solvent: O1CCCC1 (tetrahydrofuran). Run at time 45 minute. The product is S1C(=NC2=C1C=CC=C2)C2(CCCC2)O (1-(1,3-benzothiazol-2-yl)cyclopentanol). Yield: 70.5%. As a reaction SMILES: [S:1]1[C:5]2[CH:6]=[CH:7][CH:8]=[CH:9][C:4]=2[N:3]=[CH:2]1.[Li]CCCC.[C:15]1(=[O:20])[CH2:19][CH2:18][CH2:17][CH2:16]1.O>O1CCCC1>[S:1]1[C:5]2[CH:6]=[CH:7][CH:8]=[CH:9][C:4]=2[N:3]=[C:2]1[C:15]1([OH:20])[CH2:19][CH2:18][CH2:17][CH2:16]1. Procedure details: To a solution of 2 mL (18.3 mmol) of benzothiazole in 20 mL of tetrahydrofuran was added 11.4 mL (18.2 mmol) of 1.6 M n-BuLi at −78° C. After 45 min, 1.6 mL (18.1 mmol) of cyclopentanone was added at the same temperature. The reaction was let warm to room temperature over 1 h. Water was added to quench the reaction and the mixture was extracted with ether (3×). The ether layer was washed with brine (3×) and dried over magnesium sulfate. After removal of solvent, purification by silica gel column...